The task is: describe an organic reaction: reactants, conditions, products, and yield. This data is from the Open Reaction Database (ORD), a public repository of structured organic reaction records. Reactants: C(CCC)N1N=C(C2=C1N=C(NC2=O)C2=C(C=CC=C2)F)C (1-Butyl-6-(2-fluoro-phenyl)-3-methyl-1,5-dihydro-pyrazolo[3,4-d]pyrimidin-4-one), P(=O)(Cl)(Cl)Cl (phosphorous oxychloride). The product is C(CCC)N1N=C(C=2C1=NC(=NC2Cl)C2=C(C=CC=C2)F)C (1-Butyl-4-chloro-6-(2-fluoro-phenyl)-3-methyl-1H-pyrazolo[3,4-d]pyrimidine). Isolated yield 55.0%. Reaction SMILES: [CH2:1]([N:5]1[C:9]2[N:10]=[C:11]([C:15]3[CH:20]=[CH:19][CH:18]=[CH:17][C:16]=3[F:21])[NH:12][C:13](=O)[C:8]=2[C:7]([CH3:22])=[N:6]1)[CH2:2][CH2:3][CH3:4].P(Cl)(Cl)([Cl:25])=O>>[CH2:1]([N:5]1[C:9]2=[N:10][C:11]([C:15]3[CH:20]=[CH:19][CH:18]=[CH:17][C:16]=3[F:21])=[N:12][C:13]([Cl:25])=[C:8]2[C:7]([CH3:22])=[N:6]1)[CH2:2][CH2:3][CH3:4]. Procedure details: 1-Butyl-6-(2-fluoro-phenyl)-3-methyl-1,5-dihydro-pyrazolo[3,4-d]pyrimidin-4-one (1.23 g, 4.1 mmole) was dissolved in phosphorous oxychloride (15 ml) and heated to reflux overnight. The excess phosphorous oxychloride was removed under vacuum, the residue was treated with ice water, the product was extracted into ethyl acetate, washed with water, saturated sodium chloride, then dried over sodium sulfate (anh.) and the solvent was removed to give the crude product. The product was chromatographed o... Starting materials: N1(CCCCC1)C1CCNCC1 (4-(piperidin-1-yl)piperidine), CS(=O)(=O)OCC[C@]1(CN(CC1)C(C1=C(C=CC=C1)OC)=O)C1=CC(=C(C=C1)OC)OC.C(C)#N (acetonitrile (S)-3-(2-methanesulfonyloxyethyl)-3-(3,4-dimethoxyphenyl)-1-(2-methoxybenzoyl)pyrrolidine). Product: COC=1C=C(C=CC1OC)[C@]1(CN(CC1)C(C1=C(C=CC=C1)OC)=O)CCN1CCC(CC1)N1CCCCC1 ((S)-3-(3,4-dimethoxyphenyl)-1-(2-methoxybenzoyl)-3-[2-[4-(piperidin-1-yl)piperidin-1-yl]ethyl]pyrrolidine). Reaction SMILES: [N:1]1([CH:7]2[CH2:12][CH2:11][NH:10][CH2:9][CH2:8]2)[CH2:6][CH2:5][CH2:4][CH2:3][CH2:2]1.CS(O[CH2:18][CH2:19][C@:20]1([C:35]2[CH:40]=[CH:39][C:38]([O:41][CH3:42])=[C:37]([O:43][CH3:44])[CH:36]=2)[CH2:24][CH2:23][N:22]([C:25](=[O:34])[C:26]2[CH:31]=[CH:30][CH:29]=[CH:28][C:27]=2[O:32][CH3:33])[CH2:21]1)(=O)=O.C(#N)C>>[CH3:44][O:43][C:37]1[CH:36]=[C:35]([C@:20]2([CH2:19][CH2:18][N:10]3[CH2:11][CH2:12][CH:7]([N:1]4[CH2:6][CH2:5][CH2:4][CH2:3][CH2:2]4)[CH2:8][CH2:9]3)[CH2:24][CH2:23][N:22]([C:25](=[O:34])[C:26]3[CH:31]=[CH:30][CH:29]=[CH:28][C:27]=3[O:32][CH3:33])[CH2:21]2)[CH:40]=[CH:39][C:38]=1[O:41][CH3:42] |f:1.2|. Procedure: In 30 ml of acetonitrile (S)-3-(2-methanesulfonyloxyethyl)-3-(3,4-dimethoxyphenyl)-1-(2-methoxybenzoyl)pyrrolidine (3.17 g), prepared essentially as described, supra, is mixed with an equimolar amount of 4-(piperidin-1-yl)piperidine. The reaction mixture is then heated to reflux and refluxed for about ten hours. The mixture is then concentrated under vacuum and the residue is taken up in methylene chloride and washed with a 3N solution of hydrochloric acid, followed by a wash with brine. The org...